This data is from the Open Reaction Database (ORD), a public repository of structured organic reaction records. The task is: describe an organic reaction: reactants, conditions, products, and yield Starting materials: O(C1=CC=CC=C1)C=1SC(=CN1)CO ((2-phenoxy-5-thiazolyl)-methanol), C1(CCCCC1)N=C=NC1CCCCC1 (dicyclohexylcarbodiimide), CC1([C@@H]([C@@H]1\C=C\C(OC)=O)C(=O)O)C ((1R,3S) 2,2-dimethyl-3-[(E) 3-oxo-3-methoxy-propen-1-yl)-cyclopropane-1-carboxylicacid). The reagents and catalysts are CN(C1=CC=NC=C1)C (4-dimethylamino-pyridine). Solvent: C(Cl)Cl (methylene chloride), C(Cl)Cl (methylene chloride). Conditions: temperature 20 celsius, time 15 minute. Yields the product CC1([C@@H]([C@@H]1\C=C\C(OC)=O)C(=O)OCC1=CN=C(S1)OC1=CC=CC=C1)C ((2-phenoxy-5-thiazolyl)-methyl (1R,3S) 2,2-dimethyl-3-[(E) 3-oxo-3-methoxy-propen-1-yl)-cyclopropane-1-carboxylate). Isolated yield 55.8%. Reaction SMILES: C1(N=C=NC2CCCCC2)CCCCC1.[CH3:16][C:17]1([CH3:29])[C@@H:19](/[CH:20]=[CH:21]/[C:22](=[O:25])[O:23][CH3:24])[C@H:18]1[C:26]([OH:28])=[O:27].[O:30]([C:37]1[S:38][C:39]([CH2:42]O)=[CH:40][N:41]=1)[C:31]1[CH:36]=[CH:35][CH:34]=[CH:33][CH:32]=1>CN(C)C1C=CN=CC=1.C(Cl)Cl>[CH3:16][C:17]1([CH3:29])[C@@H:19](/[CH:20]=[CH:21]/[C:22](=[O:25])[O:23][CH3:24])[C@H:18]1[C:26]([O:28][CH2:42][C:39]1[S:38][C:37]([O:30][C:31]2[CH:32]=[CH:33][CH:34]=[CH:35][CH:36]=2)=[N:41][CH:40]=1)=[O:27]. Procedure: 0.1 g of 4-dimethylamino-pyridine and then 0.97 g of dicyclohexylcarbodiimide were added to a solution of 1 g of (1R,3S) 2,2-dimethyl-3-[(E) 3-oxo-3-methoxy-propen-1-yl)-cyclopropane-1-carboxylicacid in 20 ml of methylene chloride and the mixture was stirred at 20° C. for 15 minutes. A solution of 1.24 g of (2-phenoxy-5-thiazolyl)-methanol in 15 ml of methylene chloride was added dropwise at 10° C. to the mixture. The mixture was stirred at 20° C. for 4 hours and was filtered. The filtrate was t... The reactants are [BH4-].[Na+] (Sodium borohydride), BrC=1C=C(N)C=CC1C (3-bromo-4-methylaniline), C(C)(=O)O (acetic acid), CC(=O)C (acetone), C(C)(=O)[O-].[Na+] (sodium acetate). The solvent is CCCCCC (hexane), CCOCC (ether), O (water), C(C)O (ethanol). Run at temperature 0 celsius, time 1 hour. The product is BrC=1C=C(C=CC1C)NC(C)C ((3-Bromo-4-methyl-phenyl)-isopropyl-amine). As a reaction SMILES: [BH4-].[Na+].[Br:3][C:4]1[CH:5]=[C:6]([CH:8]=[CH:9][C:10]=1[CH3:11])[NH2:7].C(O)(=O)C.[CH3:16][C:17]([CH3:19])=O.C([O-])(=O)C.[Na+]>CCCCCC.CCOCC.O.C(O)C>[Br:3][C:4]1[CH:5]=[C:6]([NH:7][CH:17]([CH3:19])[CH3:16])[CH:8]=[CH:9][C:10]=1[CH3:11] |f:0.1,5.6|. Procedure: Sodium borohydride (30.5 g, 806.2 mmol) was added slowly over 3 hours to a stirring mixture of 3-bromo-4-methylaniline (30 g, 161.2 mmol), ethanol (110 mL), acetic acid (92 mL, 1.6 mol), water (265 mL), acetone (66 mL, 892.2 mmol), and sodium acetate (29.2 g, 214.9 mmol). The solution was stirred at 0° C. for 1 hour. The reaction mixture was poured into the 1:1 mixture of ether and hexane containing 2N KOH. The layers were separated and aqueous layer was extracted with ether/hexane (1:1). The co... The reactants are CC(C)OC(=O)/N=N/C(=O)OC(C)C (DIAD), C1(C=2C(C(N1)=O)=CC=CC2)=O (phthalimide), C1(=CC=CC=C1)P(C1=CC=CC=C1)C1=CC=CC=C1 (triphenylphosphine), FC1=C(C=CC=C1F)[C@H]1[C@@H](C=2C(=NC=CC2)[C@H](CC1)O)NC(OC(C)(C)C)=O (tert-butyl (5S,6S,9S)-6-(2,3-difluorophenyl)-9-hydroxy-6,7,8,9-tetrahydro-5H-cyclohepta[b]pyridin-5-ylcarbamate). The solvent is C(Cl)Cl (methylene chloride). Run at time 3 day. The product is FC1=C(C=CC=C1F)[C@H]1[C@@H](C=2C(=NC=CC2)[C@@H](CC1)N1C(C2=CC=CC=C2C1=O)=O)NC(OC(C)(C)C)=O (tert-butyl (5S,6S,9R)-6-(2,3-difluorophenyl)-9-(1,3-dioxoisoindolin-2-yl)-6,7,8,9-tetrahydro-5H-cyclohepta[b]pyridin-5-ylcarbamate). Yield: 113.7%. As a reaction SMILES: CC(OC(/N=N/C(OC(C)C)=O)=O)C.[C:15]1(=[O:25])[NH:19][C:18](=[O:20])[C:17]2=[CH:21][CH:22]=[CH:23][CH:24]=[C:16]12.C1(P(C2C=CC=CC=2)C2C=CC=CC=2)C=CC=CC=1.[F:45][C:46]1[C:51]([F:52])=[CH:50][CH:49]=[CH:48][C:47]=1[C@@H:53]1[CH2:63][CH2:62][C@H:61](O)[C:56]2=[N:57][CH:58]=[CH:59][CH:60]=[C:55]2[C@H:54]1[NH:65][C:66](=[O:72])[O:67][C:68]([CH3:71])([CH3:70])[CH3:69]>C(Cl)Cl>[F:45][C:46]1[C:51]([F:52])=[CH:50][CH:49]=[CH:48][C:47]=1[C@@H:53]1[CH2:63][CH2:62][C@@H:61]([N:19]2[C:15](=[O:25])[C:16]3[C:17](=[CH:21][CH:22]=[CH:23][CH:24]=3)[C:18]2=[O:20])[C:56]2=[N:57][CH:58]=[CH:59][CH:60]=[C:55]2[C@H:54]1[NH:65][C:66](=[O:72])[O:67][C:68]([CH3:70])([CH3:69])[CH3:71]. Procedure: DIAD (0.356 mL, 1.832 mmol) was added to a methylene chloride (5 mL) solution of phthalimide (0.270 g, 1.832 mmol), triphenylphosphine (0.481 g, 1.832 mmol) and tert-butyl (5S,6S,9S)-6-(2,3-difluorophenyl)-9-hydroxy-6,7,8,9-tetrahydro-5H-cyclohepta[b]pyridin-5-ylcarbamate (0.358 g, 0.916 mmol) at 0° C. The reaction was gradually warmed up to room temperature and stirred at room temperature for 3 days. Volatile components were removed in vacuo and the crude residue was partitioned between ethyl a... Reactants: COc1ccccc1Oc1c(Cl)nc(C2CC2)nc1NS(=O)(=O)c1ccc(C(C)(C)C)cc1, NCCO. Yields the product COc1ccccc1Oc1c(NS(=O)(=O)c2ccc(C(C)(C)C)cc2)nc(C2CC2)nc1OCCN. RXN SMILES: [C:1]([CH3:2])([CH3:3])([CH3:4])[c:5]1[cH:6][cH:7][c:8]([S:11](=[O:12])(=[O:13])[NH:14][c:15]2[n:16][c:17]([CH:31]3[CH2:32][CH2:33]3)[n:18][c:19]([Cl:30])[c:20]2[O:21][c:22]2[c:23]([O:28][CH3:29])[cH:24][cH:25][cH:26][cH:27]2)[cH:9][cH:10]1.[NH2:34][CH2:35][CH2:36][OH:37]>>[C:1]([CH3:2])([CH3:3])([CH3:4])[c:5]1[cH:6][cH:7][c:8]([S:11](=[O:12])(=[O:13])[NH:14][c:15]2[n:16][c:17]([CH:31]3[CH2:32][CH2:33]3)[n:18][c:19]([O:37][CH2:36][CH2:35][NH2:34])[c:20]2[O:21][c:22]2[c:23]([O:28][CH3:29])[cH:24][cH:25][cH:26][cH:27]2)[cH:9][cH:10]1. Starting materials: C(#N)CC1=CC=C(C#N)C=C1 (4-Cyanomethylbenzonitrile), C(C)I (ethyl iodide), CCOC(=O)C (EtOAc), [H-].[Na+] (NaH). Run in CN(C)C=O (DMF), CCCCCCC (heptane), O (Water). Run at temperature 0 celsius, time 3 hour. Yields the product C(#N)C(CC)(CC)C1=CC=C(C#N)C=C1 (4-(1-Cyano-1-ethylpropyl)benzonitrile). As a reaction SMILES: [C:1]([CH2:3][C:4]1[CH:11]=[CH:10][C:7]([C:8]#[N:9])=[CH:6][CH:5]=1)#[N:2].[CH2:12](I)[CH3:13].[H-].[Na+].[CH3:17][CH2:18]OC(C)=O>CCCCCCC.O.CN(C=O)C>[C:1]([C:3]([C:4]1[CH:11]=[CH:10][C:7]([C:8]#[N:9])=[CH:6][CH:5]=1)([CH2:12][CH3:13])[CH2:17][CH3:18])#[N:2] |f:2.3|. Procedure details: 4-Cyanomethylbenzonitrile (1.02 g, 7.18 mmol) and ethyl iodide (2.25 g, 14.4 mmol) are added to DMF (20.0 mL), and the resulting solution is cooled to 0° C. NaH (576 mg, 14.4 mmol) is added in portions. The mixture is warmed to room temperature and then stirred for 3 hours. Water (100 mL) is added, and the aqueous phase is extracted with EtOAc (4 times with 50.0 mL). The combined organic phases are dried with MgSO4, filtered and concentrated on the rotovaporator. The product is purified by Combi... Starting materials: CCc1nc(OC)c(NC(=O)N2CCN(c3cc(C)cc(C)c3)CC2)cc1C(=O)O, CC(N)C(=O)Nc1cc(CO)cc(Nc2c3ccccc3nc3ccccc23)c1. Product: CCc1nc(OC)c(NC(=O)N2CCN(c3cc(C)cc(C)c3)CC2)cc1C(=O)NC(C)C(=O)Nc1cc(CO)cc(Nc2c3ccccc3nc3ccccc23)c1. Reaction SMILES: [CH2:1]([CH3:2])[c:3]1[c:4]([C:5](=[O:6])[OH:7])[cH:8][c:9]([NH:14][C:15](=[O:16])[N:17]2[CH2:18][CH2:19][N:20]([c:23]3[cH:24][c:25]([CH3:30])[cH:26][c:27]([CH3:29])[cH:28]3)[CH2:21][CH2:22]2)[c:10]([O:12][CH3:13])[n:11]1.[cH:31]1[cH:32][cH:33][cH:34][c:35]2[n:36][c:37]3[cH:38][cH:39][cH:40][cH:41][c:42]3[c:43]([NH:45][c:46]3[cH:47][c:48]([NH:54][C:55]([CH:56]([CH3:57])[NH2:58])=[O:59])[cH:49][c:50]([CH2:52][OH:53])[cH:51]3)[c:44]12>>[CH2:1]([CH3:2])[c:3]1[c:4]([C:5](=[O:6])[NH:58][CH:56]([C:55]([NH:54][c:48]2[cH:47][c:46]([NH:45][c:43]3[c:42]4[c:37]([n:36][c:35]5[cH:34][cH:33][cH:32][cH:31][c:44]53)[cH:38][cH:39][cH:40][cH:41]4)[cH:51][c:50]([CH2:52][OH:53])[cH:49]2)=[O:59])[CH3:57])[cH:8][c:9]([NH:14][C:15](=[O:16])[N:17]2[CH2:18][CH2:19][N:20]([c:23]3[cH:24][c:25]([CH3:30])[cH:26][c:27]([CH3:29])[cH:28]3)[CH2:21][CH2:22]2)[c:10]([O:12][CH3:13])[n:11]1.